Dataset: the Open Reaction Database (ORD), a public repository of structured organic reaction records. Task: describe an organic reaction: reactants, conditions, products, and yield Starting materials: CCCC[Sn](CCCC)CCCC.CCCC[Sn](CCCC)CCCC (hexabutylditin), tetrakis (triphenylphosphine)palladium(0), C1(=CC=CC=C1)NN (phenylhydrazine), CC=1C=CC(=CC1)S(=O)(=O)NCl (Chloramine-T), aromatic ring, C1(=CC=CC=C1)NN (phenylhydrazine), [I-].[Na+] (sodium iodide). Product: IN(N)C1=CC=CC=C1 (iodophenylhydrazine). RXN SMILES: [C:1]1([NH:7][NH2:8])[CH:6]=[CH:5][CH:4]=[CH:3][CH:2]=1.CCCC[Sn](CCCC)CCCC.CCCC[Sn](CCCC)CCCC.[I-:35].[Na+].CC1C=CC(S(NCl)(=O)=O)=CC=1>>[I:35][N:7]([C:1]1[CH:6]=[CH:5][CH:4]=[CH:3][CH:2]=1)[NH2:8] |f:1.2,3.4,^1:12,25|. Reported procedure: The starting reactant is phenylhydrazine. The hydrazine group is protected, the aromatic ring is nitrated and subsequently, the nitro-product is chromatographed, reduced to amine, reacted with nitrous acid and sodium iodide to give p-iodo-substituted protected phenylhydrazine. Subsequently it is reacted with hexabutylditin and tetrakis (triphenylphosphine)palladium(0) and then with sodium iodide (NaI125) in the presence of such oxidizing agent as Chloramine-T. The final step, deprotection, gives... Starting materials: CN(C)C=O, O=c1c2[nH]c([N+](=O)[O-])nc2n(C2CCCCC2)c(=O)n1C1CCCCC1, O=P(Cl)(Cl)Cl. Product: O=c1c2[nH]c(Cl)nc2n(C2CCCCC2)c(=O)n1C1CCCCC1. RXN SMILES: [CH3:32][N:33]([CH3:34])[CH:35]=[O:36].[CH:1]1([n:7]2[c:8](=[O:9])[n:10]([CH:21]3[CH2:22][CH2:23][CH2:24][CH2:25][CH2:26]3)[c:11]3[n:12][c:13]([N+:18]([O-:19])=[O:20])[nH:14][c:15]3[c:16]2=[O:17])[CH2:2][CH2:3][CH2:4][CH2:5][CH2:6]1.[P:27]([Cl:28])([Cl:29])([Cl:30])=[O:31]>>[CH:1]1([n:7]2[c:8](=[O:9])[n:10]([CH:21]3[CH2:22][CH2:23][CH2:24][CH2:25][CH2:26]3)[c:11]3[n:12][c:13]([Cl:29])[nH:14][c:15]3[c:16]2=[O:17])[CH2:2][CH2:3][CH2:4][CH2:5][CH2:6]1. Starting materials: C(C)(=O)OCCCCBr (4-bromobutyl acetate), C(C)C1=C(C(=CC(=C1)C1=NOC(=N1)C1=CC(=CC(=C1)C)CN(C)CC)C)O (2-ethyl-4-(5-{3-[(ethyl-methyl-amino)-methyl]-5-methyl-phenyl}-[1,2,4]oxadiazol-3-yl)-6-methyl-phenol), C(=O)([O-])[O-].[K+].[K+] (K2CO3). Solvent: C(C)#N (acetonitrile). Run at temperature 70 celsius, time 2 hour. Product: C(C)N(C)CC=1C=C(C=C(C1)C)C1=NC(=NO1)C1=CC(=C(OCCCCO)C(=C1)C)C (4-[4-(5-{3-[(ethyl-methyl-amino)-methyl]-5-methyl-phenyl}-[1,2,4]oxadiazol-3-yl)-2,6-dimethyl-phenoxy]-butan-1-ol). RXN SMILES: C([O:4][CH2:5][CH2:6][CH2:7][CH2:8]Br)(=O)C.[CH2:10]([C:12]1[CH:17]=[C:16]([C:18]2[N:22]=[C:21]([C:23]3[CH:28]=[C:27]([CH3:29])[CH:26]=[C:25]([CH2:30][N:31]([CH2:33][CH3:34])[CH3:32])[CH:24]=3)[O:20][N:19]=2)[CH:15]=[C:14]([CH3:35])[C:13]=1[OH:36])C.C([O-])([O-])=O.[K+].[K+]>C(#N)C>[CH2:33]([N:31]([CH2:30][C:25]1[CH:24]=[C:23]([C:21]2[O:20][N:19]=[C:18]([C:16]3[CH:15]=[C:14]([CH3:35])[C:13]([O:36][CH2:8][CH2:7][CH2:6][CH2:5][OH:4])=[C:12]([CH3:10])[CH:17]=3)[N:22]=2)[CH:28]=[C:27]([CH3:29])[CH:26]=1)[CH3:32])[CH3:34] |f:2.3.4|. Procedure details: 4-bromobutyl acetate (186 mg, 936 μmol) was added to a suspension of 2-ethyl-4-(5-{3-[(ethyl-methyl-amino)-methyl]-5-methyl-phenyl}-[1,2,4]oxadiazol-3-yl)-6-methyl-phenol (114 mg, 312 μmol) and K2CO3 (129 mg, 936 μmol) in acetonitrile (2 mL). The mixture was stirred at 70° C. for 2 h before it was filtered. The filtrate was diluted with 25% aq. ammonia (0.5 mL) and a 32% aq. NaOH solution (300 μL) and the bi-phasic mixture was stirred at 70° C. for 2 h. The aq. phase was separated and 1N aq. NaO... Starting materials: O=P12OP3(=O)OP(=O)(O1)OP(=O)(O2)O3 (phosphorus pentoxide), product, [BH4-].[Na+] (sodium borohydride), C1(=CC=CC2=CC=CC=C12)C(C(=O)OCC)C(=O)OCC (diethyl 2-(naphthalen-1-yl)propanedioate), Cl (hydrochloric acid). Run in O1CCOCC1 (dioxane), O (water). Reaction conditions: time 8 hour. Yields the product C1(=CC=CC2=CC=CC=C12)C(CO)CO (2-(Naphthalen-1-yl)propane-1,3-diol). RXN SMILES: [C:1]1([CH:11]([C:17](OCC)=[O:18])[C:12](OCC)=[O:13])[C:10]2[C:5](=[CH:6][CH:7]=[CH:8][CH:9]=2)[CH:4]=[CH:3][CH:2]=1.[BH4-].[Na+].Cl.O=P12OP3(OP(OP(O3)(O1)=O)(=O)O2)=O>O1CCOCC1.O>[C:1]1([CH:11]([CH2:12][OH:13])[CH2:17][OH:18])[C:10]2[C:5](=[CH:6][CH:7]=[CH:8][CH:9]=2)[CH:4]=[CH:3][CH:2]=1 |f:1.2|. Procedure details: 50 g (175 mmol) of diethyl 2-(naphthalen-1-yl)propanedioate in 310 ml of dioxane and 300 ml of water are stirred at ambient temperature; an excess (2.2 mol, or 84 g) of sodium borohydride is then added in portions; the mixture is stirred for 8 h, and the products are left in contact for 2 days. The mixture is then hydrolysed, with stirring, while introducing crushed ice and 3N hydrochloric acid until an acidic pH is obtained. The mixture is extracted with diethyl ether, the organic phase is evap... Product: CCOC(=O)Cn1c(=O)c2c(nc(N3CCN(C(=O)OC(C)(C)C)CC3)n2-c2ccccc2OC)n(C)c1=O. As a reaction SMILES: [C:1]([CH3:2])([CH3:3])([CH3:4])[O:5][C:6](=[O:7])[N:8]1[CH2:9][CH2:10][N:11]([c:14]2[n:15][c:16]3[n:17]([CH3:31])[c:18](=[O:30])[n:19]([CH2:24][C:25](=[O:26])[O:27][CH2:28][CH3:29])[c:20](=[O:23])[c:21]3[nH:22]2)[CH2:12][CH2:13]1.[C:54]([O-:55])(=[O:56])[CH3:57].[C:59]([O-:60])(=[O:61])[CH3:62].[CH3:32][O:33][c:34]1[c:35]([B:40]([OH:41])[OH:42])[cH:36][cH:37][cH:38][cH:39]1.[Cu+2:58].[O:49]1[CH2:50][CH2:51][CH2:52][CH2:53]1.[cH:43]1[cH:44][cH:45][n:46][cH:47][cH:48]1>>[C:1]([CH3:2])([CH3:3])([CH3:4])[O:5][C:6](=[O:7])[N:8]1[CH2:9][CH2:10][N:11]([c:14]2[n:15][c:16]3[n:17]([CH3:31])[c:18](=[O:30])[n:19]([CH2:24][C:25](=[O:26])[O:27][CH2:28][CH3:29])[c:20](=[O:23])[c:21]3[n:22]2-[c:35]2[c:34]([O:33][CH3:32])[cH:39][cH:38][cH:37][cH:36]2)[CH2:12][CH2:13]1. Reactants: CCOC(=O)Cn1c(=O)c2[nH]c(N3CCN(C(=O)OC(C)(C)C)CC3)nc2n(C)c1=O, CC(=O)[O-], CC(=O)[O-], COc1ccccc1B(O)O, [Cu+2], C1CCOC1, c1ccncc1. Reactants: OC=1C=C2CCCCC2=CC1OC (6-hydroxy-7-methoxytetralin), C(C)(=O)OC(C)=O (acetic anhydride), C1CCOC1 (THF), OC=1C=C2CCCCC2=CC1OC (6-hydroxy-7-methoxytetralin), C1CCOC1 (THF), C1CCOC1 (THF). Reagents/catalysts: CN(C1=CC=NC=C1)C (4-dimethylaminopyridine). Reaction conditions: temperature 25 celsius, time 18 hour. Yields the product C(C)(=O)OC=1C=C2CCCCC2=CC1OC (6-acetoxy-7-methoxytetralin). Isolated yield 94.0%. Reaction SMILES: OC1[CH:3]=[C:4]2[C:9](=[CH:10]C=1OC)[CH2:8][CH2:7][CH2:6][CH2:5]2.[C:14]([O:17][C:18](=[O:20])[CH3:19])(=O)[CH3:15].C1C[O:24][CH2:23]C1>CN(C)C1C=CN=CC=1>[C:18]([O:17][C:14]1[CH:3]=[C:4]2[C:9](=[CH:10][C:15]=1[O:24][CH3:23])[CH2:8][CH2:7][CH2:6][CH2:5]2)(=[O:20])[CH3:19]. Reported procedure: A 250 mg (1.4 mmol) quantity of 6-hydroxy-7-methoxytetralin was dissolved in 1 mL of dry THF. To the solution of 6-hydroxy-7-methoxytetralin was added 4-dimethylaminopyridine (DMAP, 476 mg, 4.2 mmol) in 6 ml of dry THF and acetic anhydride 446 mg (4.37 mmol) in 1.5 mL, of dry THF. The reaction solution was stirred under a dry atmosphere at 25° C. for 18 hours, after which time the solvent was evaporated to dryness. The resulting residue was dissolved in EtOAc (40 mL) and the EtOAc layer washed w... The reactants are CC1=CC=CC(=N1)C=O (6-methyl-pyridine-2-carbaldehyde), C(=C)C1=CC=C(C=C1)[C@H](CC1=CC=CC=C1)N ((S)-1-(4-vinylphenyl)-2-phenyl-ethylamine). Run in C1=CC=CC=C1 (benzene), C1=CC=CC=C1 (benzene). Product: C(=C)C1=CC=C(C=C1)[C@H](CC1=CC=CC=C1)N=CC1=NC(=CC=C1)C (N-(6-methylpyridine-2-carbaldehyde)-(S)-1-(4-vinylphenyl)-2-phenyl-ethylimine). Reaction SMILES: [CH3:1][C:2]1[N:7]=[C:6]([CH:8]=O)[CH:5]=[CH:4][CH:3]=1.[CH:10]([C:12]1[CH:17]=[CH:16][C:15]([C@@H:18]([NH2:26])[CH2:19][C:20]2[CH:25]=[CH:24][CH:23]=[CH:22][CH:21]=2)=[CH:14][CH:13]=1)=[CH2:11]>C1C=CC=CC=1>[CH:10]([C:12]1[CH:17]=[CH:16][C:15]([C@@H:18]([N:26]=[CH:8][C:6]2[CH:5]=[CH:4][CH:3]=[C:2]([CH3:1])[N:7]=2)[CH2:19][C:20]2[CH:25]=[CH:24][CH:23]=[CH:22][CH:21]=2)=[CH:14][CH:13]=1)=[CH2:11]. Procedure: A solution of 0.54 g (4.5 mmol) of 6-methyl-pyridine-2-carbaldehyde, 1.0 g (4.5 mmol) of (S)-1-(4-vinylphenyl)-2-phenyl-ethylamine and 10 ml of benzene is evaporated down at room temperature and under about 3 kPa. A further 10 ml of benzene are added in order to distill off residual water of reaction together with benzene under about 3 kPa. The process is repeated twice more. The reactants are COC(=O)c1cc2ccccc2n1Cc1ccc2oc(-c3nc(C(C)(C)C)cs3)cc2c1, CCO, [Na+], [OH-], O. Yields the product CC(C)(C)c1csc(-c2cc3cc(Cn4c(C(=O)O)cc5ccccc54)ccc3o2)n1. Reaction SMILES: [C:1]([CH3:2])([CH3:3])([CH3:4])[c:5]1[n:6][c:7](-[c:10]2[o:11][c:12]3[c:13]([cH:14]2)[cH:15][c:16]([CH2:19][n:20]2[c:21]([C:29](=[O:30])[O:31][CH3:32])[cH:22][c:23]4[cH:24][cH:25][cH:26][cH:27][c:28]24)[cH:17][cH:18]3)[s:8][cH:9]1.[CH3:36][CH2:37][OH:38].[Na+:34].[OH-:33].[OH2:35]>>[C:1]([CH3:2])([CH3:3])([CH3:4])[c:5]1[n:6][c:7](-[c:10]2[o:11][c:12]3[c:13]([cH:14]2)[cH:15][c:16]([CH2:19][n:20]2[c:21]([C:29](=[O:30])[OH:31])[cH:22][c:23]4[cH:24][cH:25][cH:26][cH:27][c:28]24)[cH:17][cH:18]3)[s:8][cH:9]1.